From a dataset of the Open Reaction Database (ORD), a public repository of structured organic reaction records. describe an organic reaction: reactants, conditions, products, and yield Reactants: BrC1=C(N(C)C)C=CC=C1 (2-bromo-N,N-dimethylaniline), C1(CCCCC1)P(C1=C(C=CC=C1)C1=C(C=C(C=C1C(C)C)C(C)C)C(C)C)C1CCCCC1 (2-dicyclohexylphosphino-2′,4′,6′-triisopropylbiphenyl), NC1=C(C(=O)OC(C)(C)C)C=CC(=C1)C1=CC=CC=C1 (tert-butyl 2-amino-4-phenylbenzoate), C([O-])([O-])=O.[Cs+].[Cs+] (cesium carbonate), C1(CCCCC1)P(C1=C(C=CC=C1)C1=C(C=C(C=C1C(C)C)C(C)C)C(C)C)C1CCCCC1 (2-Dicyclohexylphosphino-2′,4′,6′-triisopropylbiphenyl), C([O-])([O-])=O.[Cs+].[Cs+] (Cesium carbonate), BrC1=C(N(C)C)C=CC=C1 (2-bromo-N,N-dimethylaniline), C1(CCCCC1)P(C1=C(C=CC=C1)C1=C(C=C(C=C1C(C)C)C(C)C)C(C)C)C1CCCCC1 (2-dicyclohexylphosphino-2′,4′,6′-triisopropyl biphenyl), C(CC(O)(C(=O)O)CC(=O)O)(=O)O (citric acid). The reagents and catalysts are C=1C=CC(=CC1)/C=C/C(=O)/C=C/C2=CC=CC=C2.C=1C=CC(=CC1)/C=C/C(=O)/C=C/C2=CC=CC=C2.C=1C=CC(=CC1)/C=C/C(=O)/C=C/C2=CC=CC=C2.[Pd].[Pd] (tris(dibenzylideneacetone)dipalladium(0)), C(C)(=O)[O-].[Pd+2].C(C)(=O)[O-] (palladium acetate), C=1C=CC(=CC1)/C=C/C(=O)/C=C/C2=CC=CC=C2.C=1C=CC(=CC1)/C=C/C(=O)/C=C/C2=CC=CC=C2.C=1C=CC(=CC1)/C=C/C(=O)/C=C/C2=CC=CC=C2.[Pd].[Pd] (tris(dibenzylideneacetone)dipalladium(0)), C(C)(=O)[O-].[Pd+2].C(C)(=O)[O-] (palladium acetate), C=1C=CC(=CC1)/C=C/C(=O)/C=C/C2=CC=CC=C2.C=1C=CC(=CC1)/C=C/C(=O)/C=C/C2=CC=CC=C2.C=1C=CC(=CC1)/C=C/C(=O)/C=C/C2=CC=CC=C2.[Pd].[Pd] (tris(dibenzylideneacetone)dipalladium(0)), C(C)(=O)[O-].[Pd+2].C(C)(=O)[O-] (palladium acetate). The solvent is C1(=CC=CC=C1)C (toluene), C(C)(=O)OCC (ethyl acetate). Run at temperature 110 celsius, time 24 hour. The product is CN(C1=C(C=CC=C1)NC1=C(C(=O)OC(C)(C)C)C=CC(=C1)C1=CC=CC=C1)C (tert-butyl 2-((2-(dimethylamino)phenyl)amino)-4-phenylbenzoate). As a reaction SMILES: [NH2:1][C:2]1[CH:14]=[C:13]([C:15]2[CH:20]=[CH:19][CH:18]=[CH:17][CH:16]=2)[CH:12]=[CH:11][C:3]=1[C:4]([O:6][C:7]([CH3:10])([CH3:9])[CH3:8])=[O:5].C(=O)([O-])[O-].[Cs+].[Cs+].Br[C:28]1[CH:36]=[CH:35][CH:34]=[CH:33][C:29]=1[N:30]([CH3:32])[CH3:31].C1(P(C2CCCCC2)C2C=CC=CC=2C2C(C(C)C)=CC(C(C)C)=CC=2C(C)C)CCCCC1.C(O)(=O)CC(CC(O)=O)(C(O)=O)O>C1C=CC(/C=C/C(/C=C/C2C=CC=CC=2)=O)=CC=1.C1C=CC(/C=C/C(/C=C/C2C=CC=CC=2)=O)=CC=1.C1C=CC(/C=C/C(/C=C/C2C=CC=CC=2)=O)=CC=1.[Pd].[Pd].C([O-])(=O)C.[Pd+2].C([O-])(=O)C.C(OCC)(=O)C.C1(C)C=CC=CC=1>[CH3:31][N:30]([CH3:32])[C:29]1[CH:33]=[CH:34][CH:35]=[CH:36][C:28]=1[NH:1][C:2]1[CH:14]=[C:13]([C:15]2[CH:16]=[CH:17][CH:18]=[CH:19][CH:20]=2)[CH:12]=[CH:11][C:3]=1[C:4]([O:6][C:7]([CH3:10])([CH3:9])[CH3:8])=[O:5] |f:1.2.3,7.8.9.10.11,12.13.14|. Reported procedure: To toluene 3.0 mL suspension of tert-butyl 2-amino-4-phenylbenzoate 0.12 g and cesium carbonate 0.36 g were added 2-bromo-N,N-dimethylaniline 0.18 g, 2-dicyclohexylphosphino-2′,4′,6′-triisopropylbiphenyl 11 mg, tris(dibenzylideneacetone)dipalladium(0) 4.1 mg and palladium acetate 2.0 mg at room temperature, and it was stirred at 110° C. for 24 hours. 2-Dicyclohexylphosphino-2′,4′,6′-triisopropylbiphenyl 11 mg, tris(dibenzylideneacetone)dipalladium(0) 4.1 mg and palladium acetate 2.0 mg were adde... The reactants are CN1N=C(C(=C1)NC(CC1=C(C=C(C=C1)OC1=CC=NC2=CC(=CC=C12)OC)OC)=O)C (N-(1,3-dimethyl-1H-pyrazol-4-yl)-2-[2-methoxy-4-(7-methoxyquinolin-4-yloxy)phenyl]acetamide), C(C)O (ethanol), CS(=O)(=O)O (methanesulphonic acid), C(C)O (ethanol), resultant solution. Solvent: C(C)(=O)OCC (ethyl acetate), C(C)(=O)OCC (ethyl acetate). Conditions: time 16 hour. The product is S(C)(=O)(=O)O.CN1N=C(C(=C1)NC(CC1=C(C=C(C=C1)OC1=CC=NC2=CC(=CC=C12)OC)OC)=O)C (N-(1,3-dimethyl-1H-pyrazol-4-yl)-2-[2-methoxy-4-(7-methoxyquinolin-4-yloxy)phenyl]acetamide mesylate salt). Reaction SMILES: [CH3:1][N:2]1[CH:6]=[C:5]([NH:7][C:8](=[O:31])[CH2:9][C:10]2[CH:15]=[CH:14][C:13]([O:16][C:17]3[C:26]4[C:21](=[CH:22][C:23]([O:27][CH3:28])=[CH:24][CH:25]=4)[N:20]=[CH:19][CH:18]=3)=[CH:12][C:11]=2[O:29][CH3:30])[C:4]([CH3:32])=[N:3]1.C(O)C.[CH3:36][S:37]([OH:40])(=[O:39])=[O:38]>C(OCC)(=O)C>[S:37]([OH:40])(=[O:39])(=[O:38])[CH3:36].[CH3:1][N:2]1[CH:6]=[C:5]([NH:7][C:8](=[O:31])[CH2:9][C:10]2[CH:15]=[CH:14][C:13]([O:16][C:17]3[C:26]4[C:21](=[CH:22][C:23]([O:27][CH3:28])=[CH:24][CH:25]=4)[N:20]=[CH:19][CH:18]=3)=[CH:12][C:11]=2[O:29][CH3:30])[C:4]([CH3:32])=[N:3]1 |f:4.5|. Procedure: A stirred mixture of N-(1,3-dimethyl-1H-pyrazol-4-yl)-2-[2-methoxy-4-(7-methoxyquinolin-4-yloxy)phenyl]acetamide (1 g), ethyl acetate (16 ml) and ethanol (4 ml) was heated to reflux until a solution was obtained. The resultant solution was stirred and methanesulphonic acid (0.15 ml) was added dropwise. A precipitate started to form which was dissolved by the addition of ethanol (6 ml). Sufficient ethyl acetate was added until a slightly cloudy solution was formed. The resultant solution was filt... Reactants: C1(CC1)C=1C(=CC(=NC1)C(=O)O)OCC(F)(F)F (5-Cyclopropyl-4-(2,2,2-trifluoro-ethoxy)-pyridine-2-carboxylic acid), C1(CC1)CC(C)(N)C=1OC(=NN1)C (1-cyclopropyl-2-(5-methyl-1,3,4-oxadiazol-2-yl)propan-2-amine). Product: C1(CC1)C=1C(=CC(=NC1)C(=O)NC(CC1CC1)(C)C=1OC(=NN1)C)OCC(F)(F)F (5-cyclopropyl-N-[1-cyclopropyl-2-(5-methyl-1,3,4-oxadiazol-2-yl)propan-2-yl]-4-(2,2,2-trifluoroethoxy)pyridine-2-carboxamide). Reaction SMILES: [CH:1]1([C:4]2[C:5]([O:13][CH2:14][C:15]([F:18])([F:17])[F:16])=[CH:6][C:7]([C:10]([OH:12])=O)=[N:8][CH:9]=2)[CH2:3][CH2:2]1.[CH:19]1([CH2:22][C:23]([C:26]2[O:27][C:28]([CH3:31])=[N:29][N:30]=2)([NH2:25])[CH3:24])[CH2:21][CH2:20]1>>[CH:1]1([C:4]2[C:5]([O:13][CH2:14][C:15]([F:18])([F:17])[F:16])=[CH:6][C:7]([C:10]([NH:25][C:23]([C:26]3[O:27][C:28]([CH3:31])=[N:29][N:30]=3)([CH3:24])[CH2:22][CH:19]3[CH2:20][CH2:21]3)=[O:12])=[N:8][CH:9]=2)[CH2:2][CH2:3]1. Procedure details: The title compound was synthesized in analogy to Example 112e, using 5-Cyclopropyl-4-(2,2,2-trifluoro-ethoxy)-pyridine-2-carboxylic acid (Example 48c) and 1-cyclopropyl-2-(5-methyl-1,3,4-oxadiazol-2-yl)propan-2-amine (example 173b) as starting materials and isolated (99 mg, 76%); MS (ESI, m/z): 425.6 (M+H+). Reactants: CC(C)=O, CCOC(=O)c1cn(C)c2cc(C3OCCO3)ccc2c1=O, O. Yields the product CCOC(=O)c1cn(C)c2cc(C=O)ccc2c1=O. Reaction SMILES: [CH3:24][C:25](=[O:26])[CH3:27].[O:1]1[CH:2]([c:6]2[cH:7][cH:8][c:9]3[c:10](=[O:22])[c:11]([C:17](=[O:18])[O:19][CH2:20][CH3:21])[cH:12][n:13]([CH3:16])[c:14]3[cH:15]2)[O:5][CH2:4][CH2:3]1.[OH2:23]>>[O:1]=[CH:2][c:6]1[cH:7][cH:8][c:9]2[c:10](=[O:22])[c:11]([C:17](=[O:18])[O:19][CH2:20][CH3:21])[cH:12][n:13]([CH3:16])[c:14]2[cH:15]1. The yield is 91.0%. As a reaction SMILES: N([C:3]([CH:5]([N:13]1[C:21]2[C:16](=[CH:17][C:18]([NH:22][S:23]([C:26]3[CH:31]=[CH:30][C:29]([O:32][C:33]([F:36])([F:35])[F:34])=[CH:28][CH:27]=3)(=[O:25])=[O:24])=[CH:19][CH:20]=2)[CH:15]=[CH:14]1)[CH2:6][C:7]1[CH:12]=[CH:11][CH:10]=[CH:9][CH:8]=1)=[O:4])N.Cl.C(O)(=[O:40])C>>[C:7]1([CH2:6][CH:5]([N:13]2[C:21]3[C:16](=[CH:17][C:18]([NH:22][S:23]([C:26]4[CH:31]=[CH:30][C:29]([O:32][C:33]([F:34])([F:35])[F:36])=[CH:28][CH:27]=4)(=[O:24])=[O:25])=[CH:19][CH:20]=3)[CH:15]=[CH:14]2)[C:3]([OH:40])=[O:4])[CH:8]=[CH:9][CH:10]=[CH:11][CH:12]=1. Starting materials: N(N)C(=O)C(CC1=CC=CC=C1)N1C=CC2=CC(=CC=C12)NS(=O)(=O)C1=CC=C(C=C1)OC(F)(F)F (N-[1-(1-hydrazinocarbonyl-2-phenyl-ethyl)-1H-indol-5-yl]-4-trifluoro methoxy-benzenesulfonamide), Cl (HCl), C(C)(=O)O (acetic acid). Conditions: temperature 80 celsius. The product is C1(=CC=CC=C1)CC(C(=O)O)N1C=CC2=CC(=CC=C12)NS(=O)(=O)C1=CC=C(C=C1)OC(F)(F)F (3-Phenyl-2-[5-({[4-(trifluoromethoxy)phenyl]sulfonyl}amino)-1H-indol-1-yl]propanoic acid), powder. Reported procedure: To N-[1-(1-hydrazinocarbonyl-2-phenyl-ethyl)-1H-indol-5-yl]-4-trifluoro methoxy-benzenesulfonamide (0.07 g, 0.13 mmol) in acetic acid at ambient temperature under a laboratory atmosphere was added conc. HCl (1 ml) then the reaction vessel was capped. The dark red mixture was heated at 80° C. for 15 hours (the vessel was periodically uncapped then recapped to release pressure build up with in the vessel). The reaction was cooled to ambient temperature and concentrated in vacuo to a dark red powde... Reactants: COc1ccc(C(=O)O)cc1, CCO, Nc1ccc2ccc(Oc3ccc(F)cc3)nc2n1, O. Product: COc1ccc(C(=O)Nc2ccc3ccc(Oc4ccc(F)cc4)nc3n2)cc1. As a reaction SMILES: [CH3:1][O:2][c:3]1[cH:4][cH:5][c:6]([C:9]([OH:10])=[O:11])[cH:7][cH:8]1.[CH3:31][CH2:32][OH:33].[NH2:12][c:13]1[n:14][c:15]2[n:16][c:17]([O:23][c:24]3[cH:25][cH:26][c:27]([F:30])[cH:28][cH:29]3)[cH:18][cH:19][c:20]2[cH:21][cH:22]1.[OH2:34]>>[CH3:1][O:2][c:3]1[cH:4][cH:5][c:6]([C:9](=[O:11])[NH:12][c:13]2[n:14][c:15]3[n:16][c:17]([O:23][c:24]4[cH:25][cH:26][c:27]([F:30])[cH:28][cH:29]4)[cH:18][cH:19][c:20]3[cH:21][cH:22]2)[cH:7][cH:8]1.